This data is from the Open Reaction Database (ORD), a public repository of structured organic reaction records. The task is: describe an organic reaction: reactants, conditions, products, and yield Starting materials: COC1=CC(=CC(=C1)OC)OC (1,3,5-trimethoxybenzene), ClCCCCC(=O)Cl (5-chlorovaleryl chloride), [Sn](Cl)(Cl)(Cl)Cl (tin tetrachloride), ice, Cl (hydrochloric acid). Run in C1=CC=CC=C1 (benzene), C1=CC=CC=C1 (benzene). Conditions: time 8 hour. The product is COC1=C(C(=O)CCCCCl)C(=CC(=C1)OC)OC (1-(2,4,6-trimethoxybenzoyl)-4-chlorobutane). As a reaction SMILES: [Sn](Cl)(Cl)(Cl)Cl.[CH3:6][O:7][C:8]1[CH:13]=[C:12]([O:14][CH3:15])[CH:11]=[C:10]([O:16][CH3:17])[CH:9]=1.[Cl:18][CH2:19][CH2:20][CH2:21][CH2:22][C:23](Cl)=[O:24].Cl>C1C=CC=CC=1>[CH3:17][O:16][C:10]1[CH:9]=[C:8]([O:7][CH3:6])[CH:13]=[C:12]([O:14][CH3:15])[C:11]=1[C:23]([CH2:22][CH2:21][CH2:20][CH2:19][Cl:18])=[O:24]. Reported procedure: A solution of 91 g (0.384 mol) of tin tetrachloride in 112.5 ml of benzene is added over 1 h 30 min to a solution, maintained at about +5° C., of 50.4 g (0.3200 mol) of 1,3,5-trimethoxybenzene and 50.2 g (0.324 mol) of 5-chlorovaleryl chloride in 225 ml of benzene. The mixture is stirred overnight at room temperature and the reaction medium is poured into 325 ml of ice-cold water and 75 ml of 12N hydrochloric acid. The organic phase is separated out after settling has taken place, washed with wa...